From a dataset of the Open Reaction Database (ORD), a public repository of structured organic reaction records. describe an organic reaction: reactants, conditions, products, and yield Starting materials: water ice, FC=1C=CC(=C(C1)C)[N+](=O)[O-] (5-fluoro-2-nitrotoluene), CN1C(CCC1)=O (N-methylpyrrolidinone), NCC(CO)O (3-amino-1,2-propanediol). The solvent is C(C)N(CC)CC (triethylamine). Reaction conditions: temperature 60 celsius. The product is [N+](=O)([O-])C1=C(C=C(C=C1)NCC(CO)O)C (3-(4-nitro-3-methylphenylamino)propane-1,2-diol). Isolated yield 9.6%. Reaction SMILES: F[C:2]1[CH:3]=[CH:4][C:5]([N+:9]([O-:11])=[O:10])=[C:6]([CH3:8])[CH:7]=1.CN1CCCC1=O.[NH2:19][CH2:20][CH:21]([OH:24])[CH2:22][OH:23]>C(N(CC)CC)C>[N+:9]([C:5]1[CH:4]=[CH:3][C:2]([NH:19][CH2:20][CH:21]([OH:24])[CH2:22][OH:23])=[CH:7][C:6]=1[CH3:8])([O-:11])=[O:10]. Procedure details: 2 g of 5-fluoro-2-nitrotoluene were added to a solution of 20 ml of N-methylpyrrolidinone, 1.41 g of 3-amino-1,2-propanediol, and 1.57 g of triethylamine. The reaction medium was heated at 60° C. for 10 hours and, after cooling to room temperature, was poured into a water/ice mixture. The resulting medium was extracted with ethyl acetate and the organic phase was then concentrated under vacuum. 0.28 g of 3-(4-nitro-3-methylphenylamino)propane-1,2-diol (9) was obtained. The reactants are CCn1cc(C(=O)O)c(C)n1, Cc1nc(C(=O)N2C(CN)CC3CC32)c(-c2cccc(F)c2)s1. Yields the product CCn1cc(C(=O)NCC2CC3CC3N2C(=O)c2nc(C)sc2-c2cccc(F)c2)c(C)n1. Reaction SMILES: [CH2:24]([CH3:25])[n:26]1[n:27][c:28]([CH3:34])[c:29]([C:31](=[O:32])[OH:33])[cH:30]1.[NH2:1][CH2:2][CH:3]1[N:4]([C:9](=[O:10])[c:11]2[n:12][c:13]([CH3:23])[s:14][c:15]2-[c:16]2[cH:17][c:18]([F:22])[cH:19][cH:20][cH:21]2)[CH:5]2[CH2:6][CH:7]2[CH2:8]1>>[NH:1]([CH2:2][CH:3]1[N:4]([C:9](=[O:10])[c:11]2[n:12][c:13]([CH3:23])[s:14][c:15]2-[c:16]2[cH:17][c:18]([F:22])[cH:19][cH:20][cH:21]2)[CH:5]2[CH2:6][CH:7]2[CH2:8]1)[C:31]([c:29]1[c:28]([CH3:34])[n:27][n:26]([CH2:24][CH3:25])[cH:30]1)=[O:32]. The reactants are CS(=O)(=O)Cl (methanesulfonyl chloride), N1CCNCC1 (piperazine), [OH-].[Na+] (sodium hydroxide). Run in ClCCl (dichloromethane). Run at time 14 hour. Product: CS(=O)(=O)N1CCNCC1 (N-(Methanesulfonyl)piperazine). Reaction SMILES: [CH3:1][S:2](Cl)(=[O:4])=[O:3].[NH:6]1[CH2:11][CH2:10][NH:9][CH2:8][CH2:7]1.[OH-].[Na+]>ClCCl>[CH3:1][S:2]([N:6]1[CH2:11][CH2:10][NH:9][CH2:8][CH2:7]1)(=[O:4])=[O:3] |f:2.3|. Procedure details: A mixture of methanesulfonyl chloride (1.85 ml, 24 mmol) and piperazine (2.06 g, 24 mmol) in dichloromethane (60 ml) was stirred at room temperature for 14 hours. The mixture was basified with aqueous sodium hydroxide and filtered. The filtrate was washed with water, dried (magnesium sulfate) and evaporated down to give the title sulfonamide. The reactants are BrCc1ccncc1, O=C([O-])[O-], CCOC(C)=O, [K+], [K+], CN(C)C=O, O=c1cc(O)ccn1CCc1ccc(CO)cc1. The product is O=c1cc(OCc2ccncc2)ccn1CCc1ccc(CO)cc1. RXN SMILES: [Br:19][CH2:20][c:21]1[cH:22][cH:23][n:24][cH:25][cH:26]1.[C:27](=[O:28])([O-:29])[O-:30].[CH3:38][CH2:39][O:40][C:41]([CH3:42])=[O:43].[K+:31].[K+:32].[O:33]=[CH:34][N:35]([CH3:36])[CH3:37].[OH:1][c:2]1[cH:3][c:4](=[O:18])[n:5]([CH2:8][CH2:9][c:10]2[cH:11][cH:12][c:13]([CH2:16][OH:17])[cH:14][cH:15]2)[cH:6][cH:7]1>>[O:1]([c:2]1[cH:3][c:4](=[O:18])[n:5]([CH2:8][CH2:9][c:10]2[cH:11][cH:12][c:13]([CH2:16][OH:17])[cH:14][cH:15]2)[cH:6][cH:7]1)[CH2:20][c:21]1[cH:22][cH:23][n:24][cH:25][cH:26]1. Reactants: C([O-])(O)=O.[Na+] (sodium bicarbonate), C1(=CC=CC=C1)NC(C(=O)N1CCCC1)C1=CC=CC=C1 ((RS)-1-(α-phenylaminophenylacetyl)pyrrolidine), CC=1C=C(C=CC1)NC(NCC(=O)O)=O (2-[3-(3-methylphenyl)ureido]acetic acid), S(=O)(Cl)Cl (thionyl chloride). The solvent is C(Cl)Cl (methylene chloride), ClCCCl (1,2-dichlorethane). Yields the product CC=1C=C(C=CC1)NC(NCC(=O)N(C1=CC=CC=C1)C(C(N1CCCC1)=O)C1=CC=CC=C1)=O ((RS)-2-[3-(3-methylphenyl)ureido]-N-[2-oxo-1-phenyl-2-(1-pyrrolidinyl)ethyl]-N-phenylacetamide). Isolated yield 20.5%. As a reaction SMILES: [C:1]1([NH:7][CH:8]([C:16]2[CH:21]=[CH:20][CH:19]=[CH:18][CH:17]=2)[C:9]([N:11]2[CH2:15][CH2:14][CH2:13][CH2:12]2)=[O:10])[CH:6]=[CH:5][CH:4]=[CH:3][CH:2]=1.[CH3:22][C:23]1[CH:24]=[C:25]([NH:29][C:30](=[O:36])[NH:31][CH2:32][C:33](O)=[O:34])[CH:26]=[CH:27][CH:28]=1.S(Cl)(Cl)=O.C(=O)(O)[O-].[Na+]>ClCCCl.C(Cl)Cl>[CH3:22][C:23]1[CH:24]=[C:25]([NH:29][C:30](=[O:36])[NH:31][CH2:32][C:33]([N:7]([CH:8]([C:16]2[CH:21]=[CH:20][CH:19]=[CH:18][CH:17]=2)[C:9](=[O:10])[N:11]2[CH2:15][CH2:14][CH2:13][CH2:12]2)[C:1]2[CH:2]=[CH:3][CH:4]=[CH:5][CH:6]=2)=[O:34])[CH:26]=[CH:27][CH:28]=1 |f:3.4|. Procedure details: A suspension of 1.6 g of (RS)-1-(α-phenylaminophenylacetyl)pyrrolidine and 1.2 g of 2-[3-(3-methylphenyl)ureido]acetic acid in 50 cm3 of anhydrous 1,2-dichlorethane is heated to reflux. 0.68 g of thionyl chloride is added, maintaining reflux until the evolution of gas has ceased. The reaction mixture is then poured into 30 cm3 of a saturated aqueous sodium bicarbonate solution and 50 cm3 of methylene chloride are then added. The organic phase is washed with 50 cm3 of distilled water, dried over ... Reactants: ClCCl, COC(=O)c1ccc2c(c1)C(SCCN)c1ccccc1CO2, O=C=Nc1ccccc1. Yields the product COC(=O)c1ccc2c(c1)C(SCCNC(=O)Nc1ccccc1)c1ccccc1CO2. RXN SMILES: [CH2:33]([Cl:34])[Cl:35].[NH2:1][CH2:2][CH2:3][S:4][CH:5]1[c:6]2[c:7]([cH:16][cH:17][c:18]([C:20](=[O:21])[O:22][CH3:23])[cH:19]2)[O:8][CH2:9][c:10]2[c:11]1[cH:12][cH:13][cH:14][cH:15]2.[O:24]=[C:25]=[N:26][c:27]1[cH:28][cH:29][cH:30][cH:31][cH:32]1>>[NH:1]([CH2:2][CH2:3][S:4][CH:5]1[c:6]2[c:7]([cH:16][cH:17][c:18]([C:20](=[O:21])[O:22][CH3:23])[cH:19]2)[O:8][CH2:9][c:10]2[c:11]1[cH:12][cH:13][cH:14][cH:15]2)[C:25](=[O:24])[NH:26][c:27]1[cH:28][cH:29][cH:30][cH:31][cH:32]1. The reactants are P(=O)(OC(C)(C)C)(OC(C)(C)C)OCN1C=C(C=2C1=C(N=CC2OC)N2N=C(N=C2)C)C(C(=O)N2CCC(CC2)=C(C2=NC=CC=C2)C#N)=O (Di-tert-butyl (3-(2-(4-(cyano(pyridin-2-yl)methylene)piperidin-1-yl)-2-oxoacetyl)-4-methoxy-7-(3-methyl-1H-1,2,4-triazol-1-yl)-1H-pyrrolo[2,3-c]pyridin-1-yl)methyl phosphate). Run in mixed solution, C(=O)(C(F)(F)F)O (TFA), ClCCl (dichloromethane). Run at time 3 hour. Product: P(=O)(OC(C)(C)C)(OCN1C=C(C=2C1=C(N=CC2OC)N2N=C(N=C2)C)C(C(=O)N2CCC(CC2)=C(C2=NC=CC=C2)C#N)=O)O (tert-butyl (3-(2-(4-(cyano(pyridin-2-yl)methylene)piperidin-1-yl)-2-oxoacetyl)-4-methoxy-7-(3-methyl-1H-1,2,4-triazol-1-yl)-1H-pyrrolo[2,3-c]pyridin-1-yl)methyl hydrogen phosphate), P(=O)(OCN1C=C(C=2C1=C(N=CC2OC)N2N=C(N=C2)C)C(C(=O)N2CCC(CC2)=C(C2=NC=CC=C2)C#N)=O)(O)O ((3-(2-(4-(cyano(pyridin-2-yl)methylene)piperidin-1-yl)-2-oxoacetyl)-4-methoxy-7-(3-methyl-1H-1,2,4-triazol-1-yl)-1H-pyrrolo[2,3-c]pyridin-1-yl)methyl dihydrogen phosphate). RXN SMILES: [P:1]([O:13][CH2:14][N:15]1[C:19]2=[C:20]([N:26]3[CH:30]=[N:29][C:28]([CH3:31])=[N:27]3)[N:21]=[CH:22][C:23]([O:24][CH3:25])=[C:18]2[C:17]([C:32](=[O:50])[C:33]([N:35]2[CH2:40][CH2:39][C:38](=[C:41]([C:48]#[N:49])[C:42]3[CH:47]=[CH:46][CH:45]=[CH:44][N:43]=3)[CH2:37][CH2:36]2)=[O:34])=[CH:16]1)([O:8]C(C)(C)C)([O:3][C:4]([CH3:7])([CH3:6])[CH3:5])=[O:2]>C(O)(C(F)(F)F)=O.ClCCl>[P:1]([OH:8])([O:13][CH2:14][N:15]1[C:19]2=[C:20]([N:26]3[CH:30]=[N:29][C:28]([CH3:31])=[N:27]3)[N:21]=[CH:22][C:23]([O:24][CH3:25])=[C:18]2[C:17]([C:32](=[O:50])[C:33]([N:35]2[CH2:36][CH2:37][C:38](=[C:41]([C:48]#[N:49])[C:42]3[CH:47]=[CH:46][CH:45]=[CH:44][N:43]=3)[CH2:39][CH2:40]2)=[O:34])=[CH:16]1)([O:3][C:4]([CH3:7])([CH3:6])[CH3:5])=[O:2].[P:1]([OH:3])([OH:8])([O:13][CH2:14][N:15]1[C:19]2=[C:20]([N:26]3[CH:30]=[N:29][C:28]([CH3:31])=[N:27]3)[N:21]=[CH:22][C:23]([O:24][CH3:25])=[C:18]2[C:17]([C:32](=[O:50])[C:33]([N:35]2[CH2:36][CH2:37][C:38](=[C:41]([C:48]#[N:49])[C:42]3[CH:47]=[CH:46][CH:45]=[CH:44][N:43]=3)[CH2:39][CH2:40]2)=[O:34])=[CH:16]1)=[O:2]. Procedure details: Di-tert-butyl (3-(2-(4-(cyano(pyridin-2-yl)methylene)piperidin-1-yl)-2-oxoacetyl)-4-methoxy-7-(3-methyl-1H-1,2,4-triazol-1-yl)-1H-pyrrolo[2,3-c]pyridin-1-yl)methyl phosphate (IIe) was dissolved in 8 ml of a mixed solution of TFA and dichloromethane (10% TFA/CH2Cl2) and the mixture was stirred for three hours. All the solvents were removed under vacuum and the residue was purified using a Shimadzu automated preparative HPLC System to give 25 mg of tert-butyl (3-(2-(4-(cyano(pyridin-2-yl)methylene... Starting materials: CC1=CC=C(N1CCC1=CC=C(C=C1)OCC1CCC(CC1)CCCCC)C1=CC=C(O[C@@H](C(=O)OCC)CC2=CC=CC=C2)C=C1 (ethyl (2R)-2-[4-(5-methyl-1-{2-[4-(4-pentylcyclohexylmethoxy)phenyl]ethyl}-1H-pyrrol-2-yl)phenoxy]-3-phenylpropanoate), [OH-].[K+] (potassium hydroxide), Cl (hydrochloric acid). Solvent: C1CCOC1 (THF), CO (methanol). Reaction conditions: time 1 hour. Product: CC1=CC=C(N1CCC1=CC=C(C=C1)OCC1CCC(CC1)CCCCC)C1=CC=C(O[C@@H](C(=O)O)CC2=CC=CC=C2)C=C1 ((2R)-2-[4-(5-methyl-1-{2-[4-(4-pentylcyclohexylmethoxy)phenyl]ethyl}-1H-pyrrol-2-yl)phenoxy]-3-phenylpropanoic acid). The yield is 65.0%. Reaction SMILES: [CH3:1][C:2]1[N:6]([CH2:7][CH2:8][C:9]2[CH:14]=[CH:13][C:12]([O:15][CH2:16][CH:17]3[CH2:22][CH2:21][CH:20]([CH2:23][CH2:24][CH2:25][CH2:26][CH3:27])[CH2:19][CH2:18]3)=[CH:11][CH:10]=2)[C:5]([C:28]2[CH:47]=[CH:46][C:31]([O:32][C@H:33]([CH2:39][C:40]3[CH:45]=[CH:44][CH:43]=[CH:42][CH:41]=3)[C:34]([O:36]CC)=[O:35])=[CH:30][CH:29]=2)=[CH:4][CH:3]=1.[OH-].[K+].Cl>C1COCC1.CO>[CH3:1][C:2]1[N:6]([CH2:7][CH2:8][C:9]2[CH:10]=[CH:11][C:12]([O:15][CH2:16][CH:17]3[CH2:18][CH2:19][CH:20]([CH2:23][CH2:24][CH2:25][CH2:26][CH3:27])[CH2:21][CH2:22]3)=[CH:13][CH:14]=2)[C:5]([C:28]2[CH:29]=[CH:30][C:31]([O:32][C@H:33]([CH2:39][C:40]3[CH:45]=[CH:44][CH:43]=[CH:42][CH:41]=3)[C:34]([OH:36])=[O:35])=[CH:46][CH:47]=2)=[CH:4][CH:3]=1 |f:1.2|. Procedure: To a mixed solution of ethyl (2R)-2-[4-(5-methyl-1-{2-[4-(4-pentylcyclohexylmethoxy)phenyl]ethyl}-1H-pyrrol-2-yl)phenoxy]-3-phenylpropanoate (550 mg, 0.865 mmol) in THF (20 ml) and methanol (10 ml) was added 1N aqueous potassium hydroxide solution (15 ml, 15 mmol) and the mixture was stirred for 1 hour at room temperature. The reaction solution was neutralized with 1N hydrochloric acid and extracted with ethyl acetate. The extract was washed with water and dried over magnesium sulfate anhydride,...